Dataset: the Open Reaction Database (ORD), a public repository of structured organic reaction records. Task: describe an organic reaction: reactants, conditions, products, and yield Starting materials: CC(=O)OCC(=O)Cl, ClCCl, C=CCN(CC=C)C(=O)c1c(I)c(N)c(I)c(C(=O)Cl)c1I. Yields the product C=CCN(CC=C)C(=O)c1c(I)c(NC(=O)COC(C)=O)c(I)c(C(=O)Cl)c1I. RXN SMILES: [C:23]([CH3:24])(=[O:25])[O:26][CH2:27][C:28](=[O:29])[Cl:30].[Cl:31][CH2:32][Cl:33].[NH2:1][c:2]1[c:3]([I:22])[c:4]([C:5](=[O:6])[Cl:7])[c:8]([I:21])[c:9]([C:12]([N:13]([CH2:14][CH:15]=[CH2:16])[CH2:17][CH:18]=[CH2:19])=[O:20])[c:10]1[I:11]>>[NH:1]([c:2]1[c:3]([I:22])[c:4]([C:5](=[O:6])[Cl:7])[c:8]([I:21])[c:9]([C:12]([N:13]([CH2:14][CH:15]=[CH2:16])[CH2:17][CH:18]=[CH2:19])=[O:20])[c:10]1[I:11])[C:28]([CH2:27][O:26][C:23]([CH3:24])=[O:25])=[O:29]. The reactants are [N+](=O)([O-])C1=CC=C(C(=O)OC2OCC(C(C2C2=C(C=C(C=C2)F)C)COCC2=CC=CC=C2)COC(C2=CC=C(C=C2)[N+](=O)[O-])=O)C=C1 (4-[(benzyloxy)methyl]-3-(4-fluoro-2-methylphenyl)-5-{[(4-nitrobenzoyl)oxy]methyl}tetrahydro-2H-pyran-2-yl 4-nitrobenzoate), FC(C=1C=C(C=C(C1)C(F)(F)F)[C@@H](C)O)(F)F ((1R)-1-[3,5-bis(trifluoromethyl)phenyl]ethanol), B(F)(F)F.CCOCC (boron trifluoride etherate). Solvent: C(Cl)Cl (DCM). Conditions: temperature -25 celsius. The product is [N+](=O)([O-])C1=CC=C(C(=O)OC[C@H]2CO[C@@H]([C@H]([C@@H]2COCC2=CC=CC=C2)C2=C(C=C(C=C2)F)C)O[C@H](C)C2=CC(=CC(=C2)C(F)(F)F)C(F)(F)F)C=C1 ([(3R,4R,5R,6R)-4-[(Benzyloxy)methyl]-6-{(1R)-1-[3,5-bis(trifluoromethyl)phenyl]-ethoxy}-5-(4-fluoro-2-methylphenyl)tetrahydro-2H-pyran-3-yl]methyl 4-nitrobenzoate). RXN SMILES: [N+](C1C=CC(C(O[CH:11]2[CH:16]([C:17]3[CH:22]=[CH:21][C:20]([F:23])=[CH:19][C:18]=3[CH3:24])[CH:15]([CH2:25][O:26][CH2:27][C:28]3[CH:33]=[CH:32][CH:31]=[CH:30][CH:29]=3)[CH:14]([CH2:34][O:35][C:36](=[O:46])[C:37]3[CH:42]=[CH:41][C:40]([N+:43]([O-:45])=[O:44])=[CH:39][CH:38]=3)[CH2:13][O:12]2)=O)=CC=1)([O-])=O.[F:49][C:50]([F:65])([F:64])[C:51]1[CH:52]=[C:53]([C@H:61]([OH:63])[CH3:62])[CH:54]=[C:55]([C:57]([F:60])([F:59])[F:58])[CH:56]=1.B(F)(F)F.CCOCC>C(Cl)Cl>[N+:43]([C:40]1[CH:41]=[CH:42][C:37]([C:36]([O:35][CH2:34][C@@H:14]2[C@@H:15]([CH2:25][O:26][CH2:27][C:28]3[CH:33]=[CH:32][CH:31]=[CH:30][CH:29]=3)[C@H:16]([C:17]3[CH:22]=[CH:21][C:20]([F:23])=[CH:19][C:18]=3[CH3:24])[C@@H:11]([O:63][C@@H:61]([C:53]3[CH:52]=[C:51]([C:50]([F:64])([F:65])[F:49])[CH:56]=[C:55]([C:57]([F:58])([F:59])[F:60])[CH:54]=3)[CH3:62])[O:12][CH2:13]2)=[O:46])=[CH:38][CH:39]=1)([O-:45])=[O:44] |f:2.3|. Procedure details: The intermediate from step F (6.17 g, 9.36 mmol) was combined with (1R)-1-[3,5-bis(trifluoromethyl)phenyl]ethanol (2.53 g, 9.83 mmol) and dissolved in 100 mL DCM. The vessel was cooled to −25° C. followed by the addition boron trifluoride etherate (0.23 mL, 1.87 mmol). The reaction vessel was maintained at −25° C. for 1 hr. The reaction was quenched by the addition of a saturated solution of NaHCO3 and the mixture was allowed to warm to ambient temperature. The aqueous mixture was extracted seve... Reactants: C=CCCC(O)CCCCCC, CO, [Na+], O=[O+][O-], O, OO[O-], [OH-], OO. Product: CCCCCCC1CCC(=O)O1. RXN SMILES: [CH2:1]=[CH:2][CH2:3][CH2:4][CH:5]([CH2:6][CH2:7][CH2:8][CH2:9][CH2:10][CH3:11])[OH:12].[CH3:24][OH:25].[Na+:23].[O-:13][O+:14]=[O:15].[O:16].[O:17][O:18][O-:19].[OH-:22].[OH:20][OH:21]>>[C:2]1(=[O:13])[CH2:3][CH2:4][CH:5]([CH2:6][CH2:7][CH2:8][CH2:9][CH2:10][CH3:11])[O:12]1. Starting materials: CCOC(=O)c1cccnc1, COc1ccc(CC#N)cc1OC, CCO, [Na], O. Yields the product COc1ccc(CC(=O)c2cccnc2)cc1OC. Reaction SMILES: [C:1]([c:2]1[cH:3][n:4][cH:5][cH:6][cH:7]1)([O:9][CH2:8][CH3:10])=[O:11].[CH3:12][O:13][c:14]1[cH:15][c:16]([CH2:17][C:18]#[N:19])[cH:20][cH:21][c:22]1[O:23][CH3:24].[CH3:26][CH2:27][OH:28].[Na:25].[OH2:29]>>[C:1]([c:2]1[cH:3][n:4][cH:5][cH:6][cH:7]1)(=[O:9])[CH2:17][c:16]1[cH:15][c:14]([O:13][CH3:12])[c:22]([O:23][CH3:24])[cH:21][cH:20]1. Starting materials: O (water), [OH-].[Na+] (sodium hydroxide), O (water), C(C)OC=1C=C(C=CC1OCC)C=1SC=C(N1)C1=NC(=C(C=C1)O)C(=O)OCC (2-(3,4-diethoxyphenyl)-4-(5-hydroxy-6-ethoxycarbonyl-2-pyridyl)thiazole), Cl (hydrochloric acid). The solvent is C(C)O (ethanol). Yields the product C(C)OC=1C=C(C=CC1OCC)C=1SC=C(N1)C1=NC(=C(C=C1)O)C(=O)O (2-(3,4-diethoxyphenyl)-4-(5-hydroxy-6-carboxy-2-pyridyl)thiazole). Isolated yield 47.7%. As a reaction SMILES: [OH-].[Na+].O.[CH2:4]([O:6][C:7]1[CH:8]=[C:9]([C:16]2[S:17][CH:18]=[C:19]([C:21]3[CH:26]=[CH:25][C:24]([OH:27])=[C:23]([C:28]([O:30]CC)=[O:29])[N:22]=3)[N:20]=2)[CH:10]=[CH:11][C:12]=1[O:13][CH2:14][CH3:15])[CH3:5].Cl>C(O)C>[CH2:4]([O:6][C:7]1[CH:8]=[C:9]([C:16]2[S:17][CH:18]=[C:19]([C:21]3[CH:26]=[CH:25][C:24]([OH:27])=[C:23]([C:28]([OH:30])=[O:29])[N:22]=3)[N:20]=2)[CH:10]=[CH:11][C:12]=1[O:13][CH2:14][CH3:15])[CH3:5] |f:0.1|. Procedure: A solution of 0.32 g of sodium hydroxide dissolved in 20 ml of ethanol and 20 ml of water was added to 0.54 g of 2-(3,4-diethoxyphenyl)-4-(5-hydroxy-6-ethoxycarbonyl-2-pyridyl)thiazole. The mixture was refluxed for 2.5 hours. To the reaction mixture was added 100 ml of water. The mixture was made acidic with concentrated hydrochloric acid and subjected to extraction four times with 70 ml of ethyl acetate. The solvent in the extract was removed and the resulting residue was recrystallized from et... Starting materials: ClC=1C=C(C=CC1F)NC1=C(C=NC2=CC(=C(C=C12)N)OC)C#N (4-[(3-chloro-4-fluorophenyl)amino]-7-methoxy-6-amino-quinoline-3-carbonitrile), CCN(C(C)C)C(C)C (Hunig's base), [Cl-].[Na+] (sodium chloride), N1CCOCC1 (morpholine), BrC/C=C/C(=O)Cl (4-bromo crotonyl chloride), C([O-])(O)=O.[Na+] (sodium bicarbonate). Run in C1CCOC1 (THF), C1CCOC1 (THF), C1CCOC1 (THF). Yields the product ClC=1C=C(C=CC1F)NC1=C(C=NC2=CC(=C(C=C12)NC(C=CCN1CCOCC1)=O)OC)C#N (4-Morpholin-4-yl-but-2-enoic acid [4-(3-chloro-4-fluoro-phenylamino)-3-cyano-7-methoxy-quinolin-6-yl]-amide). Isolated yield 47.8%. RXN SMILES: [Cl:1][C:2]1[CH:3]=[C:4]([NH:9][C:10]2[C:19]3[C:14](=[CH:15][C:16]([O:21][CH3:22])=[C:17]([NH2:20])[CH:18]=3)[N:13]=[CH:12][C:11]=2[C:23]#[N:24])[CH:5]=[CH:6][C:7]=1[F:8].CCN(C(C)C)C(C)C.Br[CH2:35]/[CH:36]=[CH:37]/[C:38](Cl)=[O:39].[Cl-].[Na+].[NH:43]1[CH2:48][CH2:47][O:46][CH2:45][CH2:44]1.C(=O)(O)[O-].[Na+]>C1COCC1>[Cl:1][C:2]1[CH:3]=[C:4]([NH:9][C:10]2[C:19]3[C:14](=[CH:15][C:16]([O:21][CH3:22])=[C:17]([NH:20][C:38](=[O:39])[CH:37]=[CH:36][CH2:35][N:43]4[CH2:48][CH2:47][O:46][CH2:45][CH2:44]4)[CH:18]=3)[N:13]=[CH:12][C:11]=2[C:23]#[N:24])[CH:5]=[CH:6][C:7]=1[F:8] |f:3.4,6.7|. Procedure: To a mixture of 1.2 g (3.5 mmol) of 4-[(3-chloro-4-fluorophenyl)amino]-7-methoxy-6-amino-quinoline-3-carbonitrile and 2.44 ml (14 mmol) of Hunig's base in 50 ml of dry THF at 0° C., with stirring, was added a THF solution containing 2.57 g (14 mmol) of 4-bromo crotonyl chloride dropwise. The mixture was stirred for an additional hour at 0° C. 50 ml of saturated sodium chloride solution was added to the reaction mixture, then it was extracted with ethyl acetate. The ethyl acetate solution was dri...